This data is from the Open Reaction Database (ORD), a public repository of structured organic reaction records. The task is: describe an organic reaction: reactants, conditions, products, and yield Reactants: ClC1=CC(=C(C=C1)C1=NC=CC2=CC(=CC=C12)S(=O)(=O)OC1=C(C(=C(C(=C1F)F)F)F)F)C (perfluorophenyl 1-(4-chloro-2-methylphenyl)isoquinoline-6-sulfonate), CC1=NSC(=N1)N (3-methyl-1,2,4-thiadiazol-5-amine), C([O-])([O-])=O.[Cs+].[Cs+] (cesium carbonate), CN(C)C=O (DMF). Solvent: CCOC(=O)C (EtOAc), Cl (HCl). Conditions: time 2 hour. The product is ClC1=CC(=C(C=C1)C1=NC=CC2=CC(=CC=C12)S(=O)(=O)NC1=NC(=NS1)C)C (1-(4-chloro-2-methylphenyl)-N-(3-methyl-1,2,4-thiadiazol-5-yl)isoquinoline-6-sulfonamide). Isolated yield 75.0%. RXN SMILES: [Cl:1][C:2]1[CH:7]=[CH:6][C:5]([C:8]2[C:17]3[C:12](=[CH:13][C:14]([S:18]([O:21]C4C(F)=C(F)C(F)=C(F)C=4F)(=[O:20])=O)=[CH:15][CH:16]=3)[CH:11]=[CH:10][N:9]=2)=[C:4]([CH3:33])[CH:3]=1.[CH3:34][C:35]1[N:39]=[C:38]([NH2:40])[S:37][N:36]=1.C(=O)([O-])[O-].[Cs+].[Cs+].CN(C=O)C>CCOC(C)=O.Cl>[Cl:1][C:2]1[CH:7]=[CH:6][C:5]([C:8]2[C:17]3[C:12](=[CH:13][C:14]([S:18]([NH:40][C:38]4[S:37][N:36]=[C:35]([CH3:34])[N:39]=4)(=[O:21])=[O:20])=[CH:15][CH:16]=3)[CH:11]=[CH:10][N:9]=2)=[C:4]([CH3:33])[CH:3]=1 |f:2.3.4|. Reported procedure: A round-bottom flask was charged with perfluorophenyl 1-(4-chloro-2-methylphenyl)isoquinoline-6-sulfonate (Intermediate DDDDD; 59.9 mg, 0.120 mmol), 3-methyl-1,2,4-thiadiazol-5-amine (27.6 mg, 0.240 mmol), cesium carbonate (117 mg, 0.360 mmol), and DMF (0.6 mL). The vial was sonicated for 20 s, and the mixture was stirred further for 2 h. The mixture was diluted with EtOAc and 0.5 N aq. HCl. The layers were separated, and the organic extract was washed with brine, dried over sodium sulfate, filt... Starting materials: C1(=CC=C(C=C1)N1CCN(CC1)CC1=CC=C(C=C1)[N+](=O)[O-])C (1-(p-tolyl)-4-(p-nitrobenzyl)piperazine). The reagents and catalysts are [Cl-].[Cl-].[Cl-].[Ti+3] (titanium trichloride). Product: C1(=CC=C(C=C1)N1CCN(CC1)CC1=CC=C(C=C1)N)C (1-(p-tolyl)-4-[(4-aminophenyl)methyl]piperazine). RXN SMILES: [C:1]1([CH3:23])[CH:6]=[CH:5][C:4]([N:7]2[CH2:12][CH2:11][N:10]([CH2:13][C:14]3[CH:19]=[CH:18][C:17]([N+:20]([O-])=O)=[CH:16][CH:15]=3)[CH2:9][CH2:8]2)=[CH:3][CH:2]=1>[Cl-].[Cl-].[Cl-].[Ti+3]>[C:1]1([CH3:23])[CH:2]=[CH:3][C:4]([N:7]2[CH2:8][CH2:9][N:10]([CH2:13][C:14]3[CH:19]=[CH:18][C:17]([NH2:20])=[CH:16][CH:15]=3)[CH2:11][CH2:12]2)=[CH:5][CH:6]=1 |f:1.2.3.4|. Procedure: In the manner given in Example 1B, 1-(p-tolyl)-4-(p-nitrobenzyl)piperazine is reduced with aqueous titanium trichloride to give 1-(p-tolyl)-4-[(4-aminophenyl)methyl]piperazine. Reactants: CCOC(=O)c1cnc2ccccc2n1, C[O-], CC(=O)C1CC1, [Na+], c1ccccc1. Yields the product O=C(CC(=O)C1CC1)c1cnc2ccccc2n1. As a reaction SMILES: [CH2:1]([O:2][C:4](=[O:5])[c:6]1[n:7][c:8]2[cH:9][cH:10][cH:11][cH:12][c:13]2[n:14][cH:15]1)[CH3:3].[CH3:22][O-:23].[CH:16]1([C:19](=[O:20])[CH3:21])[CH2:17][CH2:18]1.[Na+:24].[cH:25]1[cH:26][cH:27][cH:28][cH:29][cH:30]1>>[C:4](=[O:5])([c:6]1[n:7][c:8]2[cH:9][cH:10][cH:11][cH:12][c:13]2[n:14][cH:15]1)[CH2:21][C:19]([CH:16]1[CH2:17][CH2:18]1)=[O:20]. Starting materials: Cc1ccc(-c2cc(CCC=O)nn2C(C)(C)C)cc1, CCN(C(C)C)C(C)C, Clc1ccc(N2CCNCC2)cc1. Product: Cc1ccc(-c2cc(CCCN3CCN(c4ccc(Cl)cc4)CC3)nn2C(C)(C)C)cc1. RXN SMILES: [C:1]([CH3:2])([CH3:3])([CH3:4])[n:5]1[n:6][c:7]([CH2:17][CH2:18][CH:19]=[O:20])[cH:8][c:9]1-[c:10]1[cH:11][cH:12][c:13]([CH3:16])[cH:14][cH:15]1.[CH:34]([N:35]([CH2:36][CH3:37])[CH:38]([CH3:39])[CH3:40])([CH3:41])[CH3:42].[Cl:21][c:22]1[cH:23][cH:24][c:25]([N:28]2[CH2:29][CH2:30][NH:31][CH2:32][CH2:33]2)[cH:26][cH:27]1>>[C:1]([CH3:2])([CH3:3])([CH3:4])[n:5]1[n:6][c:7]([CH2:17][CH2:18][CH2:19][N:31]2[CH2:30][CH2:29][N:28]([c:25]3[cH:24][cH:23][c:22]([Cl:21])[cH:27][cH:26]3)[CH2:33][CH2:32]2)[cH:8][c:9]1-[c:10]1[cH:11][cH:12][c:13]([CH3:16])[cH:14][cH:15]1. The reactants are N(=O)[O-].[Na+] (NaNO2), NC=1C=C(C#N)C=CC1C (3-amino-4-methylbenzonitrile). Run in O (water), Cl (HCl). Reaction conditions: temperature 2.5 celsius, time 1 hour. Yields the product OC=1C=C(C#N)C=CC1C (3-Hydroxy-4-methylbenzonitrile). RXN SMILES: N([O-])=[O:2].[Na+].N[C:6]1[CH:7]=[C:8]([CH:11]=[CH:12][C:13]=1[CH3:14])[C:9]#[N:10]>O.Cl>[OH:2][C:6]1[CH:7]=[C:8]([CH:11]=[CH:12][C:13]=1[CH3:14])[C:9]#[N:10] |f:0.1|. Procedure details: A solution of 49.2 g (0.72 mol) of NaNO2 in 217 ml of water was added dropwise to 85 g (0.72 mol) of 3-amino-4-methylbenzonitrile in 1.8 l of 6N HCl at 0-5° C. over the course of 0.5 h. The mixture was then stirred at 0-5° C. for a further 30 min and subsequently at the boiling point for 1 h. After the solution had cooled, the product was extracted with ethyl acetate and, from this, in the form of the phenolate with ice-cooled 5 N NaOH. The aqueous phase was then acidified to pH 3 with 6N HCl, a...